From a dataset of the Open Reaction Database (ORD), a public repository of structured organic reaction records. describe an organic reaction: reactants, conditions, products, and yield The reactants are S(=O)(=O)([O-])C1=CC=C(C)C=C1 (tosylate), C(C)NC1=CC=C(C=C1)[N+](=O)[O-] (N-ethyl-4-nitrobenzenamine), [H-].[Na+] (sodium hydride), C1(=CC=CC=C1)C (toluene). The product is C(C)N(C1=CC=C(C=C1)[N+](=O)[O-])CC1CCC(CC1)=O (4-[[Ethyl(4-nitrophenyl)amino]methyl]cyclohexanone). RXN SMILES: S(C1C=CC(C)=CC=1)([O-])(=O)=[O:2].[CH2:12]([NH:14][C:15]1[CH:20]=[CH:19][C:18]([N+:21]([O-:23])=[O:22])=[CH:17][CH:16]=1)[CH3:13].[H-].[Na+].[C:26]1([CH3:32])[CH:31]=[CH:30][CH:29]=[CH:28][CH:27]=1>>[CH2:12]([N:14]([CH2:32][CH:26]1[CH2:31][CH2:30][C:29](=[O:2])[CH2:28][CH2:27]1)[C:15]1[CH:16]=[CH:17][C:18]([N+:21]([O-:23])=[O:22])=[CH:19][CH:20]=1)[CH3:13] |f:2.3|. Reported procedure: In a manner similar to Preparation 23 react 4-(hydroxymethyl)cyclohexanone with p-toluenesulfonyl chloride in pyridine to obtain the tosylate. The tosylate is further reacted with N-ethyl-4-nitrobenzenamine and sodium hydride in toluene as in Preparation 12 to obtain the title compound.